Dataset: the Open Reaction Database (ORD), a public repository of structured organic reaction records. Task: describe an organic reaction: reactants, conditions, products, and yield Reactants: O (Water), C(C)OC(=O)C(C(=O)O)CC(=O)O.C(C)C(C(CCO)(CO)CCC1(CCCCC1)CCO[Si](C1=CC=CC=C1)(C1=CC=CC=C1)C(C)(C)C)(O)CC (diethyl 2-[2-[1-[2-(tert-Butlydiphenylsiloxy)ethyl]cyclohexyl]ethyl]-2-hydroxymethylbutane-1,4-diol ethoxycarbonylsuccinate), [H-].[Al+3].[Li+].[H-].[H-].[H-] (lithium aluminum hydride), O (water), [OH-].[Na+] (sodium hydroxide). The solvent is C(C)OCC (diethyl ether). Conditions: time 1.5 hour. Yields the product O([Si](C1=CC=CC=C1)(C1=CC=CC=C1)C(C)(C)C)CCC1(CCCCC1)CCC(CO)(CCO)CO (2-[2-[1-[2-(tert-Butyldiphenylsiloxy)ethyl]cyclohexyl]ethyl]-2-hydroxymethylbutane-1,4-diol). Yield: 34.0%. RXN SMILES: C(OC(C(CC(O)=O)C(O)=O)=O)C.C([C:16](CC)([OH:51])[C:17]([CH2:23][CH2:24][C:25]1([CH2:31][CH2:32][O:33][Si:34]([C:47]([CH3:50])([CH3:49])[CH3:48])([C:41]2[CH:46]=[CH:45][CH:44]=[CH:43][CH:42]=2)[C:35]2[CH:40]=[CH:39][CH:38]=[CH:37][CH:36]=2)[CH2:30][CH2:29][CH2:28][CH2:27][CH2:26]1)([CH2:21][OH:22])[CH2:18][CH2:19][OH:20])C.[H-].[Al+3].[Li+].[H-].[H-].[H-].O.[OH-].[Na+]>C(OCC)C>[O:33]([CH2:32][CH2:31][C:25]1([CH2:24][CH2:23][C:17]([CH2:21][OH:22])([CH2:18][CH2:19][OH:20])[CH2:16][OH:51])[CH2:30][CH2:29][CH2:28][CH2:27][CH2:26]1)[Si:34]([C:47]([CH3:49])([CH3:50])[CH3:48])([C:41]1[CH:46]=[CH:45][CH:44]=[CH:43][CH:42]=1)[C:35]1[CH:36]=[CH:37][CH:38]=[CH:39][CH:40]=1 |f:0.1,2.3.4.5.6.7,9.10|. Procedure: To a solution of diethyl 2-[2-[1-[2-(tert-Butlydiphenylsiloxy)ethyl]cyclohexyl]ethyl]-2-hydroxymethylbutane-1,4-diol ethoxycarbonylsuccinate (1.0 g) in diethyl ether (20 mL) was added lithium aluminum hydride (178 mg) under ice cooling. After stirring the solution under ice cooling for 1.5 hours, water (0.18 mL) and a 15% aqueous sodium hydroxide solution (0.18 mL) were successively added thereto. The solution was stirred at room temperature for 15 minutes. Water (0.54 mL) was then added to the ...